Dataset: the Open Reaction Database (ORD), a public repository of structured organic reaction records. Task: describe an organic reaction: reactants, conditions, products, and yield The reactants are C(C)OC(=C(C1=CC=C(C=C1)CC(C)C)C)O[Si](C)(C)C (β-ethoxy-4-isobutyl-α-methyl-β-(trimethylsiloxy)styrene), FOC(F)(F)F (trifluoromethyl hypofluorite). Run in C(F)(Cl)(Cl)Cl (CFCl3). The product is FC(C(=O)OCC)(C)C1=CC=C(C=C1)CC(C)C (ethyl α-fluoro-4-isobutyl-α-methylphenylacetate). Isolated yield 85.0%. Reaction SMILES: [CH2:1]([O:3][C:4]([O:17][Si](C)(C)C)=[C:5]([CH3:16])[C:6]1[CH:11]=[CH:10][C:9]([CH2:12][CH:13]([CH3:15])[CH3:14])=[CH:8][CH:7]=1)[CH3:2].[F:22]OC(F)(F)F>C(Cl)(Cl)(Cl)F>[F:22][C:5]([C:6]1[CH:11]=[CH:10][C:9]([CH2:12][CH:13]([CH3:15])[CH3:14])=[CH:8][CH:7]=1)([CH3:16])[C:4]([O:3][CH2:1][CH3:2])=[O:17]. Procedure: A solution of 27.59 g (0.09 mol) of β-ethoxy-4-isobutyl-α-methyl-β-(trimethylsiloxy)styrene in 250 ml of CFCl3 was cooled to -70° C. and 9.4 g (0.09 mol) of trifluoromethyl hypofluorite were passed into the solution over a period of 4 hours. The reaction mixture then was warmed to room temperature and distilled to give 19.3 g (85% yield) of ethyl α-fluoro-4-isobutyl-α-methylphenylacetate as a colorless liquid; bp 88°-89° C. (0.4 mm); 19F NMR (CDCl3) δ 150.9 ppm (q, J=22.5 Hz); 1H NMR (CDCl3) α 0... Starting materials: C(C)(C)(C)OC(NC=1COCC(N1)(C(F)F)C1=C(C=CC(=C1)Br)F)=O ([5-(5-bromo-2-fluoro-phenyl)-5-difluoromethyl-5,6-dihydro-2H-[1,4]oxazin-3-yl]-carbamic acid tert-butyl ester), CN[C@H]1[C@@H](CCCC1)NC (trans-N,N′-dimethylcyclohexane-1,2-diamine), [N-]=[N+]=[N-].[Na+] (sodium azide), O=C1C(O)=C([O-])[C@H](O1)[C@@H](O)CO.[Na+] (sodium-ascorbate). The reagents and catalysts are [Cu]I (CuI). The solvent is O (water), CC(C)(C)OC (TBME), CCO (EtOH), O (water). Reaction conditions: temperature 70 celsius. Product: C(C)(C)(C)OC(NC=1COCC(N1)(C(F)F)C1=C(C=CC(=C1)N=[N+]=[N-])F)=O ([5-(5-Azido-2-fluoro-phenyl)-5-difluoromethyl-5,6-dihydro-2H-[1,4]oxazin-3-yl]-carbamic acid tert-butyl ester). RXN SMILES: [C:1]([O:5][C:6](=[O:25])[NH:7][C:8]1[CH2:9][O:10][CH2:11][C:12]([C:17]2[CH:22]=[C:21](Br)[CH:20]=[CH:19][C:18]=2[F:24])([CH:14]([F:16])[F:15])[N:13]=1)([CH3:4])([CH3:3])[CH3:2].CN[C@@H]1CCCC[C@H]1NC.[N-:36]=[N+:37]=[N-:38].[Na+].O=C1O[C@H]([C@H](CO)O)C([O-])=C1O.[Na+]>CCO.O.CC(OC)(C)C.[Cu]I>[C:1]([O:5][C:6](=[O:25])[NH:7][C:8]1[CH2:9][O:10][CH2:11][C:12]([C:17]2[CH:22]=[C:21]([N:36]=[N+:37]=[N-:38])[CH:20]=[CH:19][C:18]=2[F:24])([CH:14]([F:16])[F:15])[N:13]=1)([CH3:4])([CH3:3])[CH3:2] |f:2.3,4.5|. Reported procedure: To a solution of 7.27 g (17.18 mmol) [5-(5-bromo-2-fluoro-phenyl)-5-difluoromethyl-5,6-dihydro-2H-[1,4]oxazin-3-yl]-carbamic acid tert-butyl ester and 2.443 g (17.18 mmol) trans-N,N′-dimethylcyclohexane-1,2-diamine in 237 ml EtOH was added a solution of 8.93 g (137 mmol) sodium azide and 1.361 g (6.87 mmol) sodium-ascorbate in 102 ml water. The mixture was degassed and brought under nitrogen atmosphere. CuI (1.309 g, 6.87 mmol) was added and the mixture was heated at 70° C. The initially formed ... Starting materials: C1CCOC1.CO (THF methanol), COC([C@@H](NC(C1=C(C=C(C=C1)COCC=1SC=CC1)C1=C(C=CC=C1)C)=O)CCSC)=O ([4-(2-thienylmethoxymethyl)-2-(2-methylphenyl)benzoyl]methionine methyl ester), O.[OH-].[Li+] (lithium hydroxide hydrate). Run in O (water). Conditions: time 3.5 hour. Yields the product S1C(=CC=C1)COCC1=CC(=C(C(=O)N[C@@H](CCSC)C(=O)O)C=C1)C1=C(C=CC=C1)C ([4-(2-thienylmethoxymethyl)-2-(2-methylphenyl)benzoyl]methionine). Reaction SMILES: C1COCC1.CO.C[O:9][C:10](=[O:40])[C@H:11]([CH2:36][CH2:37][S:38][CH3:39])[NH:12][C:13](=[O:35])[C:14]1[CH:19]=[CH:18][C:17]([CH2:20][O:21][CH2:22][C:23]2[S:24][CH:25]=[CH:26][CH:27]=2)=[CH:16][C:15]=1[C:28]1[CH:33]=[CH:32][CH:31]=[CH:30][C:29]=1[CH3:34].O.[OH-].[Li+]>O>[S:24]1[CH:25]=[CH:26][CH:27]=[C:23]1[CH2:22][O:21][CH2:20][C:17]1[CH:18]=[CH:19][C:14]([C:13]([NH:12][C@H:11]([C:10]([OH:40])=[O:9])[CH2:36][CH2:37][S:38][CH3:39])=[O:35])=[C:15]([C:28]2[CH:33]=[CH:32][CH:31]=[CH:30][C:29]=2[CH3:34])[CH:16]=1 |f:0.1,3.4.5|. Reported procedure: To a solution in 1:1 THF-methanol of [4-(2-thienylmethoxymethyl)-2-(2-methylphenyl)benzoyl]methionine methyl ester, prepared as in Example 272C was added a solution of lithium hydroxide hydrate (40 mg, 0.95 mmol) in water (0.5 mL) and the reaction mixture was stirred for 3.5 hours. The reaction mixture was concentrated in vacuo and the residue was partitioned between ether and water. Aqueous 2N HCl (1 mL) was added to the aqueous phase. The aqueous phase was extracted with ethyl acetate. The eth...